From a dataset of the Open Reaction Database (ORD), a public repository of structured organic reaction records. describe an organic reaction: reactants, conditions, products, and yield Starting materials: COC(CC=1C=C(C=C(C1)Cl)C1=C(C=CC(=C1)OC)CNCC)=O ((5-chloro-2′-ethylaminomethyl-5′-methoxy-biphenyl-3-yl)-acetic acid methyl ester), ClC1=CC=C(OCC(=O)Cl)C=C1 (4-chlorophenoxyacetyl chloride). Yields the product COC(CC=1C=C(C=C(C1)Cl)C1=C(C=CC(=C1)OC)CN(CC)C(COC1=CC=C(C=C1)Cl)=O)=O ([5-Chloro-2′-({[2-(4-chloro-phenoxy)-acetyl]-ethyl-amino}-methyl)-5′-methoxy-biphenyl-3-yl]-acetic acid methyl ester). RXN SMILES: [CH3:1][O:2][C:3](=[O:24])[CH2:4][C:5]1[CH:6]=[C:7]([C:12]2[CH:17]=[C:16]([O:18][CH3:19])[CH:15]=[CH:14][C:13]=2[CH2:20][NH:21][CH2:22][CH3:23])[CH:8]=[C:9]([Cl:11])[CH:10]=1.[Cl:25][C:26]1[CH:36]=[CH:35][C:29]([O:30][CH2:31][C:32](Cl)=[O:33])=[CH:28][CH:27]=1>>[CH3:1][O:2][C:3](=[O:24])[CH2:4][C:5]1[CH:6]=[C:7]([C:12]2[CH:17]=[C:16]([O:18][CH3:19])[CH:15]=[CH:14][C:13]=2[CH2:20][N:21]([C:32](=[O:33])[CH2:31][O:30][C:29]2[CH:35]=[CH:36][C:26]([Cl:25])=[CH:27][CH:28]=2)[CH2:22][CH3:23])[CH:8]=[C:9]([Cl:11])[CH:10]=1. Procedure: Prepared according to the procedure described in Example 1, Step 6, using the following starting materials: (5-chloro-2′-ethylaminomethyl-5′-methoxy-biphenyl-3-yl)-acetic acid methyl ester and 4-chlorophenoxyacetyl chloride. The reactants are CC#N, ClCc1nc(-c2ccccc2)no1, [Na+], C1COCCOCCOCCOCCOCCO1, O=S([O-])c1ccccc1. The product is O=S(=O)(Cc1nc(-c2ccccc2)no1)c1ccccc1. Reaction SMILES: [CH3:42][C:43]#[N:44].[Cl:1][CH2:2][c:3]1[n:4][c:5](-[c:8]2[cH:9][cH:10][cH:11][cH:12][cH:13]2)[n:6][o:7]1.[Na+:23].[O:24]1[CH2:25][CH2:26][O:27][CH2:28][CH2:29][O:30][CH2:31][CH2:32][O:33][CH2:34][CH2:35][O:36][CH2:37][CH2:38][O:39][CH2:40][CH2:41]1.[c:14]1([S:20](=[O:21])[O-:22])[cH:15][cH:16][cH:17][cH:18][cH:19]1>>[CH2:2]([c:3]1[n:4][c:5](-[c:8]2[cH:9][cH:10][cH:11][cH:12][cH:13]2)[n:6][o:7]1)[S:20]([c:14]1[cH:15][cH:16][cH:17][cH:18][cH:19]1)(=[O:21])=[O:22]. The reactants are NC1CCCc2ccccc21, O=Cc1cccc(OC2CCCCC2)c1. The product is c1cc(CNC2CCCc3ccccc32)cc(OC2CCCCC2)c1. As a reaction SMILES: [CH:16]1([NH2:26])[CH2:17][CH2:18][CH2:19][c:20]2[cH:21][cH:22][cH:23][cH:24][c:25]21.[CH:1]1([O:7][c:8]2[cH:9][c:10]([CH:11]=[O:12])[cH:13][cH:14][cH:15]2)[CH2:2][CH2:3][CH2:4][CH2:5][CH2:6]1>>[CH:1]1([O:7][c:8]2[cH:9][c:10]([CH2:11][NH:26][CH:16]3[CH2:17][CH2:18][CH2:19][c:20]4[cH:21][cH:22][cH:23][cH:24][c:25]43)[cH:13][cH:14][cH:15]2)[CH2:2][CH2:3][CH2:4][CH2:5][CH2:6]1. Reported procedure: A mixture of 6-bromohexanenitrile, 12 parts of 4-(2-oxazolyl)phenol monohydrochloride, 16.6 parts of potassium carbonate and 282 parts of N,N-dimethylformamide was stirred overnight at 60° C. After cooling, the reaction mixture was poured into water and the product was extracted with methylbenzene. The extract was washed with water, dried, filtered and evaporated. The residue was crystallized from 2,2'-oxybispropane. The product was filtered off and dried, yielding 3.2 parts (20.6%) of 6-[4-(4,5... Reactants: BrCCCCCC#N (6-bromohexanenitrile), Cl.O1C(=NC=C1)C1=CC=C(C=C1)O (4-(2-oxazolyl)phenol monohydrochloride), C([O-])([O-])=O.[K+].[K+] (potassium carbonate), CN(C=O)C (N,N-dimethylformamide). Run in O (water). Reaction SMILES: Br[CH2:2][CH2:3][CH2:4][CH2:5][CH2:6][C:7]#[N:8].Cl.[O:10]1[CH:14]=[CH:13][N:12]=[C:11]1[C:15]1[CH:20]=[CH:19][C:18]([OH:21])=[CH:17][CH:16]=1.C(=O)([O-])[O-].[K+].[K+].CN(C)C=O>O>[O:10]1[CH2:14][CH2:13][N:12]=[C:11]1[C:15]1[CH:20]=[CH:19][C:18]([O:21][CH2:2][CH2:3][CH2:4][CH2:5][CH2:6][C:7]#[N:8])=[CH:17][CH:16]=1 |f:1.2,3.4.5|. Yields the product O1C(=NCC1)C1=CC=C(OCCCCCC#N)C=C1 (6-[4-(4,5-dihydro-2-oxazolyl)phenoxy]hexanenitrile). Yield: 20.6%. Reaction conditions: temperature 60 celsius, time 8 hour. Product: C(C1=CC=CC=C1)N1C(C(C(NC2=C1C=CC=C2)C)C\C=C\C2=CC=CC=C2)=O (1-Benzyl-4-methyl-3-((E)-3-phenyl-2-propen-1-yl)-1,3,4,5-tetrahydro-1,5-benzodiazepin-2(2H)-one). Reported procedure: Using 1-benzyl-4-methyl-3((E)-3-phenyl-2-propen-1-yl)-1,3-dihydro-1,5-benzodiazepin-2(2H)-one, the titled compound was synthesized by substantially the same procedure as in Working Example 24 in a yield of 77%, m.p. 119°-120° C. (diethyl ether). Solvent: C(C)OCC (diethyl ether). The reactants are C(C1=CC=CC=C1)N1C(C(C(=NC2=C1C=CC=C2)C)C\C=C\C2=CC=CC=C2)=O (1-benzyl-4-methyl-3((E)-3-phenyl-2-propen-1-yl)-1,3-dihydro-1,5-benzodiazepin-2(2H)-one). Isolated yield 77.0%. Reaction SMILES: [CH2:1]([N:8]1[C:14]2[CH:15]=[CH:16][CH:17]=[CH:18][C:13]=2[N:12]=[C:11]([CH3:19])[CH:10]([CH2:20]/[CH:21]=[CH:22]/[C:23]2[CH:28]=[CH:27][CH:26]=[CH:25][CH:24]=2)[C:9]1=[O:29])[C:2]1[CH:7]=[CH:6][CH:5]=[CH:4][CH:3]=1>C(OCC)C>[CH2:1]([N:8]1[C:14]2[CH:15]=[CH:16][CH:17]=[CH:18][C:13]=2[NH:12][CH:11]([CH3:19])[CH:10]([CH2:20]/[CH:21]=[CH:22]/[C:23]2[CH:28]=[CH:27][CH:26]=[CH:25][CH:24]=2)[C:9]1=[O:29])[C:2]1[CH:3]=[CH:4][CH:5]=[CH:6][CH:7]=1.